From a dataset of the Open Reaction Database (ORD), a public repository of structured organic reaction records. describe an organic reaction: reactants, conditions, products, and yield The reactants are ClC(Cl)Cl, COC(=O)Cl, Nc1ccc(OCCn2ccnc2)cc1. Product: COC(=O)Nc1ccc(OCCn2ccnc2)cc1. RXN SMILES: [CH:21]([Cl:22])([Cl:23])[Cl:24].[Cl:1][C:2](=[O:3])[O:4][CH3:5].[NH2:6][c:7]1[cH:8][cH:9][c:10]([O:11][CH2:12][CH2:13][n:14]2[cH:15][n:16][cH:17][cH:18]2)[cH:19][cH:20]1>>[C:2](=[O:3])([O:4][CH3:5])[NH:6][c:7]1[cH:8][cH:9][c:10]([O:11][CH2:12][CH2:13][n:14]2[cH:15][n:16][cH:17][cH:18]2)[cH:19][cH:20]1. The reactants are C(C(=O)Cl)(=O)Cl (oxalyl chloride), BrC=1C=C(C=CC1S(=O)(=O)C)C(C(=O)O)CC1CCCC1 (2-(3-bromo-4-methanesulfonyl-phenyl)-3-cyclopentyl-propionic acid), C[Si](N[Si](C)(C)C)(C)C (1,1,1,3,3,3-hexamethyldisilazane). Reagents/catalysts: CN(C=O)C (N,N-dimethylformamide). Solvent: C(Cl)Cl (methylene chloride), CO (methanol), C(Cl)Cl (methylene chloride). Run at temperature 0 celsius, time 10 minute. Product: BrC=1C=C(C=CC1S(=O)(=O)C)C(C(=O)N)CC1CCCC1 (2-(3-bromo-4-methanesulfonyl-phenyl)-3-cyclopentyl-propionamide). Yield: 67.7%. Reaction SMILES: [Br:1][C:2]1[CH:3]=[C:4]([CH:12]([CH2:16][CH:17]2[CH2:21][CH2:20][CH2:19][CH2:18]2)[C:13](O)=[O:14])[CH:5]=[CH:6][C:7]=1[S:8]([CH3:11])(=[O:10])=[O:9].C(Cl)(=O)C(Cl)=O.C[Si](C)(C)[NH:30][Si](C)(C)C>C(Cl)Cl.CN(C)C=O.CO>[Br:1][C:2]1[CH:3]=[C:4]([CH:12]([CH2:16][CH:17]2[CH2:21][CH2:20][CH2:19][CH2:18]2)[C:13]([NH2:30])=[O:14])[CH:5]=[CH:6][C:7]=1[S:8]([CH3:11])(=[O:10])=[O:9]. Reported procedure: A mixture of 2-(3-bromo-4-methanesulfonyl-phenyl)-3-cyclopentyl-propionic acid (400 mg, 1.07 mmol) in methylene chloride (4 mL) cooled to 0° C. was treated with N,N-dimethylformamide (2 drops) followed by oxalyl chloride (100 μL, 1.18 mmol). The reaction mixture was stirred at 0° C. for 10 min and then stirred at 25° C. for 1 h. The resulting reaction mixture was then treated dropwise with 1,1,1,3,3,3-hexamethyldisilazane (680 μL, 3.21 mmol) and subsequently stirred at 25° C. for 15 h. The react... Reactants: ClC1=CC(=C(C=C1O)N1N=C(N(C1=O)C(F)F)C)F (1-(4-chloro-2-fluoro-5-hydroxyphenyl)-4-difluoromethyl-4,5-dihydro-3-methyl-1,2,4-triazol-5(1H)-one), C([O-])([O-])=O.[K+].[K+] (potassium carbonate), CC1(OC2=C(C1)C=C(C=C2)S(=O)(=O)NC(C(C)Br)=O)C (N-(2,3-dihydro-2,2-dimethylbenzofuran-5-yl)sulfonyl-2-bromopropionamide). The solvent is CC(=O)C (acetone). Yields the product CC1(OC2=C(C1)C=C(C=C2)S(=O)(=O)NC(C(C)OC2=C(C=C(C(=C2)N2N=C(N(C2=O)C(F)F)C)F)Cl)=O)C (N-(2,3-dihydro-2,2-dimethylbenzofuran-5-yl)sulfonyl-2-[2-chloro-4-fluoro-5-(4-difluoromethyl-4,5-dihydro-3-methyl-5-oxo-1H-1,2,4-triazol-1-yl)phenoxy]propionamide). Isolated yield 91.1%. RXN SMILES: [Cl:1][C:2]1[C:7]([OH:8])=[CH:6][C:5]([N:9]2[C:13](=[O:14])[N:12]([CH:15]([F:17])[F:16])[C:11]([CH3:18])=[N:10]2)=[C:4]([F:19])[CH:3]=1.C(=O)([O-])[O-].[K+].[K+].[CH3:26][C:27]1([CH3:45])[CH2:31][C:30]2[CH:32]=[C:33]([S:36]([NH:39][C:40](=[O:44])[CH:41](Br)[CH3:42])(=[O:38])=[O:37])[CH:34]=[CH:35][C:29]=2[O:28]1>CC(C)=O>[CH3:45][C:27]1([CH3:26])[CH2:31][C:30]2[CH:32]=[C:33]([S:36]([NH:39][C:40](=[O:44])[CH:41]([O:8][C:7]3[CH:6]=[C:5]([N:9]4[C:13](=[O:14])[N:12]([CH:15]([F:16])[F:17])[C:11]([CH3:18])=[N:10]4)[C:4]([F:19])=[CH:3][C:2]=3[Cl:1])[CH3:42])(=[O:38])=[O:37])[CH:34]=[CH:35][C:29]=2[O:28]1 |f:1.2.3|. Procedure: In a manner similar to Step D of Example 9, the reaction of 0.5 g (0.0017 mole) of 1-(4-chloro-2-fluoro-5-hydroxyphenyl)-4-difluoromethyl-4,5-dihydro-3-methyl-1,2,4-triazol-5(1H)-one with 0.7 g (0.0051 mole) of potassium carbonate and 0.62 g (0.0017 mole) of N-(2,3-dihydro-2,2-dimethylbenzofuran-5-yl)sulfonyl-2-bromopropionamide in 35 mL of acetone produced 0.89 g of N-(2,3-dihydro-2,2-dimethylbenzofuran-5-yl)sulfonyl-2-[2-chloro-4-fluoro-5-(4-difluoromethyl-4,5-dihydro-3-methyl-5-oxo-1H-1,2,4-t... The reactants are COC(CNC1=CC(=C(C=C1)OC)OCCN(C)C)OC (N-[3-(2-dimethylaminoethoxy)4-methoxyphenyl]aminoacetaldehyde dimethyl acetal), FC(C(=O)OC(C(F)(F)F)=O)(F)F (trifluoroacetic anhydride). The solvent is FC(C(=O)O)(F)F (trifluoroacetic acid), FC(C(=O)O)(F)F (trifluoroacetic acid). Reaction conditions: time 3 hour. The product is CN(CCOC1=C(C=C2C=CNC2=C1)OC)C (6-(2-Dimethylaminoethoxy)-5-methoxy-1H-indole). Yield: 83.0%. RXN SMILES: CO[CH:3](OC)[CH2:4][NH:5][C:6]1[CH:11]=[CH:10][C:9]([O:12][CH3:13])=[C:8]([O:14][CH2:15][CH2:16][N:17]([CH3:19])[CH3:18])[CH:7]=1.FC(F)(F)C(OC(=O)C(F)(F)F)=O>FC(F)(F)C(O)=O>[CH3:18][N:17]([CH3:19])[CH2:16][CH2:15][O:14][C:8]1[CH:7]=[C:6]2[C:11]([CH:3]=[CH:4][NH:5]2)=[CH:10][C:9]=1[O:12][CH3:13]. Procedure: A stirred solution of N-[3-(2-dimethylaminoethoxy)4-methoxyphenyl]aminoacetaldehyde dimethyl acetal (D12, 5.3 g, 0.018 mole) in trifluoroacetic acid (22 ml) at -5° C. under argon was treated dropwise over 40 minutes with trifluoroacetic anhydride (22 ml). After a further 30 minutes the dark solution was treated with more trifluoroacetic acid (33 ml) and then heated under reflux for 7 hours. The solution was concentrated in vacuo and the residue basified with 10% Na2CO3 solution and extracted wit... Starting materials: C1(=CC=CC=C1)P(C1=CC=CC=C1)C1=CC=CC=C1 (triphenylphosphine), C(Br)(Br)(Br)Br (carbon tetrabromide), OC1=C(C#N)C=CC(=C1)CO (2-Hydroxy-4-hydroxymethylbenzonitrile). Procedure: 2-Hydroxy-4-hydroxymethylbenzonitrile (0.20 g, 1.34 mmol) was dissolved in DMF (5 mL)—CH2Cl2(5 mL) and treated with triphenylphosphine (0.53 g, 2.01 mmol) and carbon tetrabromide (0.67 g, 2.01 mmol) at ambient temperature with stirring. After 2 h the reaction mixture was partitioned between EtOAc (100 mL)—H2O (100 mL), the organic layer separated, dried (MgSO4), and filtered to give the title compound after silica gel chromatography (15% EtOAc/hexane to 25% EtOAc/hexane). The product is BrCC1=CC(=C(C#N)C=C1)O (4-Bromomethyl-2-hydroxy-benzonitrile). As a reaction SMILES: [OH:1][C:2]1[CH:9]=[C:8]([CH2:10]O)[CH:7]=[CH:6][C:3]=1[C:4]#[N:5].C1(P(C2C=CC=CC=2)C2C=CC=CC=2)C=CC=CC=1.C(Br)(Br)(Br)[Br:32]>CN(C=O)C.C(Cl)Cl>[Br:32][CH2:10][C:8]1[CH:7]=[CH:6][C:3]([C:4]#[N:5])=[C:2]([OH:1])[CH:9]=1. The solvent is CN(C)C=O (DMF), C(Cl)Cl (CH2Cl2). Reactants: [K+].[Br-] (KBr), ClC=1C=C(C=CC1)C(CNC(CC1=CC2=C(OC(O2)(C(=O)O)C(=O)O)C=C1)C)O (5-{2-[2-(3-chloro-phenyl)-2-hydroxy-ethylamino]-propyl}-benzo[1,3]dioxole-2,2-dicarboxylic acid), C1(CCCCC1)CCO (2-cyclohexylethanol), Cl (HCl). The solvent is C(Cl)(Cl)Cl (CHCl3). Product: C1(CCCCC1)CCOC(=O)C1(OC2=C(O1)C=CC(=C2)CC(C)NCC(O)C2=CC(=CC=C2)Cl)C(=O)OCCC2CCCCC2 (5-{2-[2-(3-Chloro-phenyl)-2-hydroxy-ethylamino]-propyl}-benzo[1,3]dioxole-2,2-dicarboxylic acid bis-(2-cyclohexyl-ethyl ) ester). As a reaction SMILES: [Cl:1][C:2]1[CH:3]=[C:4]([CH:8]([OH:29])[CH2:9][NH:10][CH:11]([CH3:28])[CH2:12][C:13]2[CH:27]=[CH:26][C:16]3[O:17][C:18]([C:23]([OH:25])=[O:24])([C:20]([OH:22])=[O:21])[O:19][C:15]=3[CH:14]=2)[CH:5]=[CH:6][CH:7]=1.[CH:30]1([CH2:36][CH2:37]O)[CH2:35][CH2:34][CH2:33][CH2:32][CH2:31]1.Cl.[K+].[Br-]>C(Cl)(Cl)Cl>[CH:30]1([CH2:36][CH2:37][O:24][C:23]([C:18]2([C:20]([O:22][CH2:9][CH2:8][CH:4]3[CH2:5][CH2:6][CH2:7][CH2:2][CH2:3]3)=[O:21])[O:17][C:16]3[CH:26]=[CH:27][C:13]([CH2:12][CH:11]([NH:10][CH2:9][CH:8]([C:4]4[CH:5]=[CH:6][CH:7]=[C:2]([Cl:1])[CH:3]=4)[OH:29])[CH3:28])=[CH:14][C:15]=3[O:19]2)=[O:25])[CH2:35][CH2:34][CH2:33][CH2:32][CH2:31]1 |f:3.4|. Reported procedure: The title compound was prepared from 5-{2-[2-(3-chloro-phenyl)-2-hydroxy-ethylamino]-propyl}-benzo[1,3]dioxole-2,2-dicarboxylic acid and 2-cyclohexylethanol according to the procedure of Example 30 as an off-white foam (HCl salt); 1H NMR (CDCl3) δ 0.80-1.80 (m, 26H), 1.32 (d, J=6.3 Hz, 3H), 2.80 (m, 1H), 3.18 (m, 2H), 3.48 (m, 2H), 4.32 (t, J=6.9 Hz, 4H), 5.45 (bd, J=9.7 Hz, 1H), 6.80 (m, 3 H), 7.25 (m, 2H), 7.45 (s, 1H), 8.70 (bs, 1H), 10.0 (bs, 1H); IR (KBr): 1765 cm-1 (C=O); MS (CI) m/z 642 (... The reactants are NC1=C(C=C2C=NNC2=C1)C(=O)O (6-Amino-1H-indazole-5-carboxylic acid), NC1=C(C=C2C=NNC2=C1)C(=O)O (6-Amino-1H-indazole-5-carboxylic acid), C(=O)N (formamide). Conditions: time 4.5 hour. Product: N1NC=C2C=C3C(N=CN=C3C=C21)=O (1H-Pyrazolo[4,5-g]-quinazoline-5-one). Reaction SMILES: [NH2:1][C:2]1[CH:10]=[C:9]2[C:5]([CH:6]=[N:7][NH:8]2)=[CH:4][C:3]=1[C:11]([OH:13])=O.[CH:14]([NH2:16])=O>>[NH:8]1[C:9]2[C:5]([CH:4]=[C:3]3[C:2]([CH:10]=2)=[N:1][CH:14]=[N:16][C:11]3=[O:13])=[CH:6][NH:7]1. Procedure details: 450 mg (2.5 m-mol) of 6-amino-indazole-5-carboxylic acid (formula 20, prepared according to Example XIII) in 3 ml of formamide were heat-melted and kept at a temperature of 140° during a period of 4.5 hours and then at a temperature of 180° during another period of 1.5 hours. The mass obtained was cooled to room temperature. The product was filtered under suction, washed well with water until the filtrate became clear, and then washed with a small amount of ethanol. The target product (formula 3... Reactants: CC[O-].[Na+] (sodium ethylate solution), O=C(CC(=O)OCC)CC(CCC)=O (ethyl 2,4-diketoheptanecarboxylate), CNN (methylhydrazine), C(C)(=O)O (acetic acid). The solvent is C(C)O (ethanol). Product: CN1N=C(C=C1C(=O)OCC)CCC (ethyl 1-methyl-3-n-propyl-pyrazole-5-carboxylate). Isolated yield 75.5%. Reaction SMILES: CC[O-].[Na+].O=[C:6]([CH2:13][C:14](=O)[CH2:15][CH2:16]C)[CH2:7][C:8]([O:10][CH2:11][CH3:12])=[O:9].[CH3:19][NH:20][NH2:21].C(O)(=O)C>C(O)C>[CH3:19][N:20]1[C:7]([C:8]([O:10][CH2:11][CH3:12])=[O:9])=[CH:6][C:13]([CH2:14][CH2:15][CH3:16])=[N:21]1 |f:0.1|. Procedure: 76.5 g of 20% strength by weight sodium ethylate solution were initially introduced into a 250 ml 4-necked flask and 41.9 g of ethyl 2,4-diketoheptanecarboxylate were added in the course of 15 minutes. The solution thus prepared was added to a mixture of methylhydrazine (10.4 g), acetic acid (13.5 g) and ethanol (20 ml) at an internal temperature of 30 to 40° C. in the course of 45 minutes. When the addition was complete, the mixture was subsequently stirred at room temperature for a further hou... Reactants: BrC1=CC(=CC=C1)[N+](=O)[O-] (1-bromo-3-nitrobenzene), C[Si](C)(C)C#C (trimethylsilylacetylene), resultant mixture, dichlorobis(triphenylphonsphone)palladium. The reagents and catalysts are [Cu]I (copper (I) iodide). Run in C(C)N(CC)CC (triethylamine). Conditions: temperature 82.5 celsius. The product is C[Si](C)(C)C#CC=1C=C(C=CC1)[N+](=O)[O-] (3-[(trimethylsilyl)ethynyl]nitrobenzene). Isolated yield 102.4%. RXN SMILES: Br[C:2]1[CH:7]=[CH:6][CH:5]=[C:4]([N+:8]([O-:10])=[O:9])[CH:3]=1.[CH3:11][Si:12]([C:15]#[CH:16])([CH3:14])[CH3:13]>[Cu]I.C(N(CC)CC)C>[CH3:11][Si:12]([C:15]#[C:16][C:2]1[CH:3]=[C:4]([N+:8]([O-:10])=[O:9])[CH:5]=[CH:6][CH:7]=1)([CH3:14])[CH3:13]. Reported procedure: A mixture of 1-bromo-3-nitrobenzene (10.0 g, 49.45 mmol) and trimethylsilylacetylene (8.4 mL, 59.34 mmol) was treated with triethylamine (33 mL), giving a small amount of white precipitate. The resultant mixture was treated with dichlorobis(triphenylphonsphone)palladium II (7 mgs, 0.01 mmol) and copper (I) iodide (8.5 mgs, 0.04 mmol) and heated at 80-85° C. (oil bath temperature) for 4 hours. The resultant bright yellow mixture was allowed to cool to room temperature and the solid was removed by...